From a dataset of the Open Reaction Database (ORD), a public repository of structured organic reaction records. describe an organic reaction: reactants, conditions, products, and yield Starting materials: CC(C)([O-])C.[K+] (Potassium t-butoxide), C1(CCCCCC1)=NO (cycloheptanone oxime), ClC1=CC=C(C=C1)[N+](=O)[O-] (1-chloro-4-nitrobenzene), O (water). Solvent: CN(C)C=O (DMF), CN(C)C=O (DMF). Reaction conditions: time 40 minute. The product is [N+](=O)([O-])C1=CC=C(C=C1)ON=C1CCCCCC1 (cycloheptanone O-(4-nitro-phenyl)-oxime). Isolated yield 80.6%. As a reaction SMILES: CC(C)([O-])C.[K+].[C:7]1(=[N:14][OH:15])[CH2:13][CH2:12][CH2:11][CH2:10][CH2:9][CH2:8]1.Cl[C:17]1[CH:22]=[CH:21][C:20]([N+:23]([O-:25])=[O:24])=[CH:19][CH:18]=1.O>CN(C=O)C>[N+:23]([C:20]1[CH:21]=[CH:22][C:17]([O:15][N:14]=[C:7]2[CH2:13][CH2:12][CH2:11][CH2:10][CH2:9][CH2:8]2)=[CH:18][CH:19]=1)([O-:25])=[O:24] |f:0.1|. Reported procedure: Potassium t-butoxide (19 g, 1600 mmol) was added in portions to a cooled (2° C.) solution of cycloheptanone oxime (19 g, 150 mmol) in DMF (150 mL). The cooled reaction mixture was stirred for 40 minutes and then 1-chloro-4-nitrobenzene (25 g, 160 mmol) in DMF (50 mL) was added over 5 minutes. The reaction mixture was stirred at ˜10° C. for 30 minutes and then allowed to warm to room temperature and stirred for an additional 2 hours, and then stood at ambient temperature for 16 hours. The reactio... The reactants are OC1=CC(N(C2=NC=CC=C12)C1=CC=CC=C1)=O (4-hydroxy-1-phenyl-1,8-naphthyridin-2(1H)-one), C([O-])([O-])=O.[K+].[K+] (potassium carbonate), C(C=C)Br (allyl bromide). Run in CC(=O)C (acetone). The product is C(C=C)OC1=CC(N(C2=NC=CC=C12)C1=CC=CC=C1)=O (4-(2-propenyloxy)-1-phenyl-1,8-naphthyridin-2(1H)-one). Reaction SMILES: [OH:1][C:2]1[C:11]2[C:6](=[N:7][CH:8]=[CH:9][CH:10]=2)[N:5]([C:12]2[CH:17]=[CH:16][CH:15]=[CH:14][CH:13]=2)[C:4](=[O:18])[CH:3]=1.C(=O)([O-])[O-].[K+].[K+].[CH2:25](Br)[CH:26]=[CH2:27]>CC(C)=O>[CH2:27]([O:1][C:2]1[C:11]2[C:6](=[N:7][CH:8]=[CH:9][CH:10]=2)[N:5]([C:12]2[CH:13]=[CH:14][CH:15]=[CH:16][CH:17]=2)[C:4](=[O:18])[CH:3]=1)[CH:26]=[CH2:25] |f:1.2.3|. Procedure details: To a mixture of 62 g. of 4-hydroxy-1-phenyl-1,8-naphthyridin-2(1H)-one, 39.6 g. of anhydrous potassium carbonate and 1,800 ml of acetone there is added dropwise, with stirring, 37.5 g. of allyl bromide. The reaction mixture is refluxed for 22 hours, concentrated in vacuo, and the residue extracted with 600 ml. of chloroform. The organic extract is washed with water, 1N sodium hydroxide solution and again with water, dried over anhydrous magnesium sulfate, filtered and concentrated. The crude sol... Starting materials: CCCC(=O)C1C(=O)CC(C2=C(C)CCCC2(C)C)C(C(=O)OC)C1=O, CCON, CCO. The product is CCCC(NOCC)=C1C(=O)CC(C2=C(C)CCCC2(C)C)C(C(=O)OC)C1=O. Reaction SMILES: [C:1]([CH2:2][CH2:3][CH3:4])(=[O:5])[CH:6]1[C:7](=[O:26])[CH2:8][CH:9]([C:17]2=[C:18]([CH3:25])[CH2:19][CH2:20][CH2:21][C:22]2([CH3:23])[CH3:24])[CH:10]([C:13](=[O:14])[O:15][CH3:16])[C:11]1=[O:12].[CH2:27]([CH3:28])[O:29][NH2:30].[CH3:31][CH2:32][OH:33]>>[C:1]([CH2:2][CH2:3][CH3:4])(=[C:6]1[C:7](=[O:26])[CH2:8][CH:9]([C:17]2=[C:18]([CH3:25])[CH2:19][CH2:20][CH2:21][C:22]2([CH3:23])[CH3:24])[CH:10]([C:13](=[O:14])[O:15][CH3:16])[C:11]1=[O:12])[NH:30][O:29][CH2:27][CH3:28]. Starting materials: FC1=C(C=CC(=C1)F)[C@@]1(O[C@H]1C)CN1N=CN=C1 ((2R,3S)-2-(2,4-Difluorophenyl)-3-methyl-2-(1H-1,2,4-triazol-1-ylmethyl)oxirane), CC=1C=CC(=NC1C)C=1CCNCC1 (5,6-dimethyl-1′,2′,3′,6′-tetrahydro-2,4′-bipyridine), O.O.O.Cl(=O)(=O)(=O)[O-].[Li+] (lithium perchlorate trihydrate). The solvent is C(C)#N (acetonitrile). Product: FC1=C(C=CC(=C1)F)[C@@](CN1N=CN=C1)([C@@H](C)N1CCC(=CC1)C1=NC(=C(C=C1)C)C)O ((2R,3R)-2-(2,4-difluorophenyl)-3-(5,6-dimethyl-3′,6′-dihydro-2,4′-bipyridin-1′(2′H)-yl)-1-(1,2,4-triazol-1-yl)butan-2-ol). Yield: 44.7%. As a reaction SMILES: [F:1][C:2]1[CH:7]=[C:6]([F:8])[CH:5]=[CH:4][C:3]=1[C@@:9]1([CH2:13][N:14]2[CH:18]=[N:17][CH:16]=[N:15]2)[C@H:11]([CH3:12])[O:10]1.[CH3:19][C:20]1[CH:21]=[CH:22][C:23]([C:27]2[CH2:28][CH2:29][NH:30][CH2:31][CH:32]=2)=[N:24][C:25]=1[CH3:26].O.O.O.Cl([O-])(=O)(=O)=O.[Li+]>C(#N)C>[F:1][C:2]1[CH:7]=[C:6]([F:8])[CH:5]=[CH:4][C:3]=1[C@:9]([OH:10])([C@H:11]([N:30]1[CH2:31][CH:32]=[C:27]([C:23]2[CH:22]=[CH:21][C:20]([CH3:19])=[C:25]([CH3:26])[N:24]=2)[CH2:28][CH2:29]1)[CH3:12])[CH2:13][N:14]1[CH:18]=[N:17][CH:16]=[N:15]1 |f:2.3.4.5.6|. Procedure details: (2R,3S)-2-(2,4-Difluorophenyl)-3-methyl-2-(1H-1,2,4-triazol-1-ylmethyl)oxirane (0.83 g, 3.3 mmol) and 5,6-dimethyl-1′,2′,3′,6′-tetrahydro-2,4′-bipyridine (5.18 g, 27.5 mmol) were dissolved in acetonitrile (50 ml), and lithium perchlorate trihydrate (7.48 g, 46.6 mmol) was added thereto and refluxed for 40 hours. The solvent was evaporated under a reduced pressure, and the thus obtained residue was dissolved in ethyl acetate and washed with water. The solvent was again evaporated under a reduced ... Reactants: C(C1=CC=CC=C1)N(C1=C(C(=CC=C1)NS(=O)(=O)C)C)CC1=CC=C(OC2=CC=C(C=C2)CCCC(=O)O)C=C1 (4-(4-{4-[(benzyl{2-methyl-3-[(methylsulfonyl)amino]phenyl}amino)methyl]phenoxy}phenyl)butanoic acid), N[C@@H]([C@@H](C)CC)C(=O)OC(C)(C)C.Cl (H-Ile-OtBu HCl). Yields the product C(C1=CC=CC=C1)N(C1=C(C(=CC=C1)NS(=O)(=O)C)C)CC1=CC=C(OC2=CC=C(C=C2)CCCC(=O)N[C@@H]([C@@H](C)CC)C(=O)O)C=C1 (N-[4-(4-{4-[(benzyl{2-methyl-3-[(methylsulfonyl)amino]phenyl}amino)methyl]phenoxy}phenyl)butanoyl]-L-isoleucine). RXN SMILES: [CH2:1]([N:8]([CH2:21][C:22]1[CH:40]=[CH:39][C:25]([O:26][C:27]2[CH:32]=[CH:31][C:30](CCCC(O)=O)=[CH:29][CH:28]=2)=[CH:24][CH:23]=1)[C:9]1[CH:14]=[CH:13][CH:12]=[C:11]([NH:15][S:16]([CH3:19])(=[O:18])=[O:17])[C:10]=1[CH3:20])[C:2]1[CH:7]=[CH:6][CH:5]=[CH:4][CH:3]=1.[NH2:41][C@H:42]([C:47]([O:49]C(C)(C)C)=[O:48])[C@H:43]([CH2:45][CH3:46])[CH3:44].Cl>>[CH2:1]([N:8]([CH2:21][C:22]1[CH:23]=[CH:24][C:25]([O:26][C:27]2[CH:32]=[CH:31][C:30]([CH2:22][CH2:23][CH2:24][C:25]([NH:41][C@H:42]([C:47]([OH:49])=[O:48])[C@H:43]([CH2:45][CH3:46])[CH3:44])=[O:26])=[CH:29][CH:28]=2)=[CH:39][CH:40]=1)[C:9]1[CH:14]=[CH:13][CH:12]=[C:11]([NH:15][S:16]([CH3:19])(=[O:18])=[O:17])[C:10]=1[CH3:20])[C:2]1[CH:3]=[CH:4][CH:5]=[CH:6][CH:7]=1 |f:1.2|. Procedure: The product from Example 100 (56 mg, 0.1 mmole) and H-Ile-OtBu HCl (45 mg, 0.2 mmole) were processed as in Example 213A-B to provide the title compound. 1H NMR (500 MHz, DMSO-d6) δ11.81-12.98 (br.s, 1 H), 8.95 (s, 1 H), 7.93 (d, 1 H), 7.26 (m, 6 H), 7.18 (m, 3 H), 7.04 (t, 1 H), 6.96 (m, 2 H), 6.88 (d, 4 H), 4.19 (dd, 1 H), 4.05 (s, 2 H), 4.02 (s, 2 H), 2.91 (s, 3 H), 2.53 (t, 2 H), 2.39 (s, 3 H), 2.18 (m, 2 H), 1.76 (m, 3 H), 1.39 (m, 1 H), 1.20 (m, 1 H), 0.83 (m, 6 H); MS (APCI+) m/z 673 (M+H)... Starting materials: C(CCCCC)OC1=CC=C(C(=O)O)C=C1 (4-hexyloxybenzoic acid), NC=1C=C(C(=O)OCC)C=CC1O (Ethyl 3-amino-4-hydroxybenzoate), C(CCCCC)OC1=CC=C(C(=O)Cl)C=C1 (4-hexyloxybenzoyl chloride), CN(C=O)C (N,N-dimethylformamide). Reagents/catalysts: CN(C1=CC=NC=C1)C (4-dimethylaminopyridine). Solvent: C(C(=O)Cl)(=O)Cl (oxalyl chloride), ClCCl (dichloromethane), C(Cl)Cl (methylene chloride), C(C)N(CC)CC (triethylamine), ClCCl (dichloromethane), ClCCl (dichloromethane). Reaction conditions: time 2 hour. Yields the product C(CCCCC)OC1=CC=C(C=C1)C=1OC2=C(N1)C=C(C=C2)C(=O)OCC (2-(4-Hexyloxyphenyl)-5-ethoxycarbonylbenzoxazole). As a reaction SMILES: [CH2:1]([O:7][C:8]1[CH:16]=[CH:15][C:11]([C:12](O)=O)=[CH:10][CH:9]=1)[CH2:2][CH2:3][CH2:4][CH2:5][CH3:6].CN(C)C=O.[NH2:22][C:23]1[CH:24]=[C:25]([CH:31]=[CH:32][C:33]=1[OH:34])[C:26]([O:28][CH2:29][CH3:30])=[O:27].C(OC1C=CC(C(Cl)=O)=CC=1)CCCCC>C(Cl)(=O)C(Cl)=O.ClCCl.CN(C)C1C=CN=CC=1.C(N(CC)CC)C>[CH2:1]([O:7][C:8]1[CH:16]=[CH:15][C:11]([C:12]2[O:34][C:33]3[CH:32]=[CH:31][C:25]([C:26]([O:28][CH2:29][CH3:30])=[O:27])=[CH:24][C:23]=3[N:22]=2)=[CH:10][CH:9]=1)[CH2:2][CH2:3][CH2:4][CH2:5][CH3:6]. Procedure details: To a suspension of 4-hexyloxybenzoic acid in oxalyl chloride (10 ml) and dichloromethane (10 ml) was added N,N-dimethylformamide (0.1 ml). The mixture was stirred at room temperature for 2 hours. The solvent was removed under reduced pressure to give crude 4-hexyloxybenzoate chloride. To a suspension of Ethyl 3-amino-4-hydroxybenzoate (733 mg) and triethylamine (1.38 ml) and 4-dimethylaminopyridine (DMAP, 10 mg) in methylene chloride (10 ml) was added the solution of 4-hexyloxybenzoyl chloride o... Reactants: Cc1cc(NC(=O)OC(C)(C)C)cc([N+](=O)[O-])c1Br, ClCCl, O=C(O)C(F)(F)F, [Na+], [OH-]. As a reaction SMILES: [C:1]([O:2][C:3](=[O:4])[NH:7][c:8]1[cH:9][c:10]([CH3:18])[c:11]([Br:17])[c:12]([N+:14](=[O:15])[O-:16])[cH:13]1)([CH3:5])([CH3:6])[CH3:19].[Cl:29][CH2:30][Cl:31].[F:20][C:21]([F:22])([F:23])[C:24]([OH:25])=[O:26].[Na+:28].[OH-:27]>>[NH2:7][c:8]1[cH:9][c:10]([CH3:18])[c:11]([Br:17])[c:12]([N+:14](=[O:15])[O-:16])[cH:13]1. The product is Cc1cc(N)cc([N+](=O)[O-])c1Br. Reactants: [N+](=O)([O-])[O-].[La+3].[N+](=O)([O-])[O-].[N+](=O)([O-])[O-] (lanthanum(III) nitrate), La(NO3)3, N(CCO)CCO (diethanolamine), C(C(=O)O)(=O)O (oxalic acid), S(O)(O)(=O)=O (sulfuric acid), [OH-].[Mg+2].[OH-] (magnesium hydroxide), C1(\C=C/C(=O)O1)=O (maleic anhydride), [OH-].[Na+] (sodium hydroxide). Solvent: O (H2O), O (water), O (water), O (water). Conditions: temperature 80 celsius, time 10 hour. The product is C(\C=C/C(=O)[O-])(=O)[O-].[Mg+2] (magnesium maleate). RXN SMILES: [C:1]1(=[O:7])[O:6][C:4](=[O:5])[CH:3]=[CH:2]1.[OH-].[Mg+2:9].[OH-].[N+]([O-])([O-])=[O:12].[La+3].[N+]([O-])([O-])=O.[N+]([O-])([O-])=O.N(CCO)CCO.[OH-].[Na+].S(=O)(=O)(O)O.C(O)(=O)C(O)=O>O>[C:1]([O-:6])(=[O:7])/[CH:2]=[CH:3]\[C:4]([O-:12])=[O:5].[Mg+2:9] |f:1.2.3,4.5.6.7,9.10,14.15|. Procedure: A magnesium maleate solution was prepared by dissolving 29.4 g (0.3 mol) of maleic anhydride in 50 ml of water and by adding to the reaction mixture 35.0 g of magnesium hydroxide (0.3 mol Mg(OH)2) slurried in 70 ml of water. During the adding the temperature of the reaction mixture was maintained at 70-90° C. 17 g (0.05 mol) of lanthanum(III) nitrate, La(NO3)3×6 H2O was added to the reaction mixture together with diethanolamine (10.5 g, 0.1 mol). The pH of the reaction mixture was adjusted to a ... Starting materials: CO, C#CCCCC, ClCCl, CNc1nc2c(N)nc(I)nc2n1C1OC(CO)C(O)C1O. Yields the product CCCCC#Cc1nc(N)c2nc(NC)n(C3OC(CO)C(O)C3O)c2n1. Reaction SMILES: [CH3:29][OH:30].[CH:23]#[C:24][CH2:25][CH2:26][CH2:27][CH3:28].[Cl:31][CH2:32][Cl:33].[I:1][c:2]1[n:3][c:4]([NH2:22])[c:5]2[n:6][c:7]([NH:20][CH3:21])[n:8]([CH:9]3[CH:10]([OH:11])[CH:12]([OH:13])[CH:14]([CH2:15][OH:16])[O:17]3)[c:18]2[n:19]1>>[c:2]1([C:23]#[C:24][CH2:25][CH2:26][CH2:27][CH3:28])[n:3][c:4]([NH2:22])[c:5]2[n:6][c:7]([NH:20][CH3:21])[n:8]([CH:9]3[CH:10]([OH:11])[CH:12]([OH:13])[CH:14]([CH2:15][OH:16])[O:17]3)[c:18]2[n:19]1. Starting materials: BrC=1C=CC(N(C1)CCBr)=O (5-bromo-1-(2-bromoethyl)pyridin-2(1 H)-one), COC=1C=C2C(=CC=NC2=CC1OC)O (6,7-dimethoxyquinolin-4-ol), C([O-])([O-])=O.[Cs+].[Cs+] (cesium carbonate). The solvent is CN(C)C=O (DMF). Reaction conditions: temperature 23 celsius, time 18 hour. Product: BrC=1C=CC(N(C1)CCN1C=CC(C2=CC(=C(C=C12)OC)OC)=O)=O (1-(2-(5-Bromo-2-oxopyridin-1(2 H)-yl)ethyl)-6,7-dimethoxyquinolin-4(1 H)-one). Reaction SMILES: [Br:1][C:2]1[CH:3]=[CH:4][C:5](=[O:11])[N:6]([CH2:8][CH2:9]Br)[CH:7]=1.[CH3:12][O:13][C:14]1[CH:15]=[C:16]2[C:21](=[CH:22][C:23]=1[O:24][CH3:25])[N:20]=[CH:19][CH:18]=[C:17]2[OH:26].C(=O)([O-])[O-].[Cs+].[Cs+]>CN(C=O)C>[Br:1][C:2]1[CH:3]=[CH:4][C:5](=[O:11])[N:6]([CH2:8][CH2:9][N:20]2[C:21]3[C:16](=[CH:15][C:14]([O:13][CH3:12])=[C:23]([O:24][CH3:25])[CH:22]=3)[C:17](=[O:26])[CH:18]=[CH:19]2)[CH:7]=1 |f:2.3.4|. Procedure details: A suspension of 5-bromo-1-(2-bromoethyl)pyridin-2(1 H)-one (100 mg, 356 μmol), 6,7-dimethoxyquinolin-4-ol (88 mg, 427 μmol), and cesium carbonate (290 mg, 890 μmol) in DMF (2 mL) was stirred at 23° C. for 18 h. The reaction mixture was partitioned between CH2Cl2 and 5% NaHCO3. The aqueous was extracted with CH2Cl2 (2×10 mL) and the combined organics were dried over MgSO4. The solvents were concentrated to an oil from toluene and purified on silica (12 g) eluting with 0-100% of 6% (2M NH3 in MeOH...